This data is from the Open Reaction Database (ORD), a public repository of structured organic reaction records. The task is: describe an organic reaction: reactants, conditions, products, and yield The reactants are Brc1ccn2nc(Br)nc2c1, CCNC, CCO. Yields the product CCN(C)c1nc2cc(Br)ccn2n1. Reaction SMILES: [Br:1][c:2]1[n:3][n:4]2[c:5]([cH:6][c:7]([Br:10])[cH:8][cH:9]2)[n:11]1.[CH3:12][NH:13][CH2:14][CH3:15].[CH3:16][CH2:17][OH:18]>>[c:2]1([N:13]([CH3:12])[CH2:14][CH3:15])[n:3][n:4]2[c:5]([cH:6][c:7]([Br:10])[cH:8][cH:9]2)[n:11]1.